From a dataset of the Open Reaction Database (ORD), a public repository of structured organic reaction records. describe an organic reaction: reactants, conditions, products, and yield The reactants are [O-]CC.[Na+] (sodium ethoxide), [Na] (sodium), C(C=1C(O)=CC=CC1)=O (salicylaldehyde), BrCC(=O)C1=CC=CC=C1 (alpha-bromoacetophenone). Solvent: C(C)O (ethanol), CN(C=O)C (dimethylformamide), C(C)O (ethanol). Product: C(C1=CC=CC=C1)(=O)C1=CC2=C(O1)C=CC=C2 (2-benzoylbenzo(b)furan). Conditions: temperature 80 celsius. Reported procedure: To a solution of sodium ethoxide prepared from 28 g sodium metal and 500 ml absolute ethanol was added 122 g (1 mole) salicylaldehyde and 200 ml dimethylformamide. The mixture was heated to 80° C. Then 200 g (1 mole) alpha-bromoacetophenone was added in small portions. The mixture was stirred at reflux for 1.5 hours after which the ethanol was distilled. The residue was cooled and partitioned between 750 ml water and 750 ml ethyl acetate. The organic layer was washed twice with 400 ml portions o... The yield is 34.1%. Reaction SMILES: [O-]CC.[Na+].[Na].[CH:6](=O)[C:7]1[C:8](=[CH:10][CH:11]=[CH:12][CH:13]=1)[OH:9].Br[CH2:16][C:17]([C:19]1[CH:24]=[CH:23][CH:22]=[CH:21][CH:20]=1)=[O:18]>C(O)C.CN(C)C=O>[C:17]([C:16]1[O:9][C:8]2[CH:10]=[CH:11][CH:12]=[CH:13][C:7]=2[CH:6]=1)(=[O:18])[C:19]1[CH:24]=[CH:23][CH:22]=[CH:21][CH:20]=1 |f:0.1,^1:4|.